Task: describe an organic reaction: reactants, conditions, products, and yield. Dataset: the Open Reaction Database (ORD), a public repository of structured organic reaction records Reactants: C1(=CC=CC=C1)C1=CC(=C(C=2CC3=CC=CC=C3C12)C#N)N1CCCC1 (4-phenyl-2-(pyrrolidin-1-yl)-9H-fluorene-1-carbonitrile), [H-].[Na+] (sodium hydride), C1CCOC1 (THF). Run at temperature 2.5 celsius. Product: O=C1C2=CC=CC=C2C=2C(=CC(=C(C12)C#N)N1CCCC1)C1=CC=CC=C1 (9-Oxo-4-phenyl-2-pyrrolidin-1-yl-9H-fluorene-1-carbonitrile). As a reaction SMILES: [C:1]1([C:7]2[C:19]3[C:18]4[C:13](=[CH:14][CH:15]=[CH:16][CH:17]=4)[CH2:12][C:11]=3[C:10]([C:20]#[N:21])=[C:9]([N:22]3[CH2:26][CH2:25][CH2:24][CH2:23]3)[CH:8]=2)[CH:6]=[CH:5][CH:4]=[CH:3][CH:2]=1.[H-].[Na+].C1C[O:32]CC1>>[O:32]=[C:12]1[C:11]2[C:10]([C:20]#[N:21])=[C:9]([N:22]3[CH2:23][CH2:24][CH2:25][CH2:26]3)[CH:8]=[C:7]([C:1]3[CH:6]=[CH:5][CH:4]=[CH:3][CH:2]=3)[C:19]=2[C:18]2[C:13]1=[CH:14][CH:15]=[CH:16][CH:17]=2 |f:1.2|. Procedure: A solution of 4-phenyl-2-(pyrrolidin-1-yl)-9H-fluorene-1-carbonitrile (336 mg) in THF was added sodium hydride (25 mg) and was stirred at 0-5° C. for less than five minutes. After completion, the reaction solvent was evaporated under vacuum and the crude solid obtained was quenched with ice water and subsequently neutralized by dilute HCl. The precipitate thus obtained was filtered and purified on a silica gel column using ethyl acetate-hexane as eluent. Light red solid; mp 166-168° C.; ESIMS 35... Starting materials: FC1=C(NC=2C(=CN(C(C2)=O)C)C(=O)NCCO)C=CC(=C1)C#CCO (4-[2-Fluoro-4-(3-hydroxy-1-propynyl)anilino]-N-(2-hydroxyethyl)-1-methyl-6-oxo-1,6-dihydro-3-pyridinecarboxamide). The reagents and catalysts are [Pd] (Pd/C). The solvent is CO (MeOH). The product is FC1=C(NC=2C(=CN(C(C2)=O)C)C(=O)NCCO)C=CC(=C1)CCCO (4-[2-fluoro-4-(3-hydroxypropyl)anilino]-N-(2-hydroxyethyl)-1-methyl-6-oxo-1,6-dihydro-3-pyridinecarboxamide). Yield: 92.0%. Reaction SMILES: [F:1][C:2]1[CH:22]=[C:21]([C:23]#[C:24][CH2:25][OH:26])[CH:20]=[CH:19][C:3]=1[NH:4][C:5]1[C:6]([C:13]([NH:15][CH2:16][CH2:17][OH:18])=[O:14])=[CH:7][N:8]([CH3:12])[C:9](=[O:11])[CH:10]=1>CO.[Pd]>[F:1][C:2]1[CH:22]=[C:21]([CH2:23][CH2:24][CH2:25][OH:26])[CH:20]=[CH:19][C:3]=1[NH:4][C:5]1[C:6]([C:13]([NH:15][CH2:16][CH2:17][OH:18])=[O:14])=[CH:7][N:8]([CH3:12])[C:9](=[O:11])[CH:10]=1. Procedure details: 4-[2-Fluoro-4-(3-hydroxy-1-propynyl)anilino]-N-(2-hydroxyethyl)-1-methyl-6-oxo-1,6-dihydro-3-pyridinecarboxamide was hydrogenated in MeOH in the presence of 5% Pd/C as for example 3. Purification of the crude oil was carried out by column chromatography on silica gel (5% MeOH/CH2Cl2 as eluant) to give 4-[2-fluoro-4-(3-hydroxypropyl)anilino]-N-(2-hydroxyethyl)-1-methyl-6-oxo-1,6-dihydro-3-pyridinecarboxamide as a white solid (92%), m.p. (CH2Cl2/MeOH) 177-179° C. 1H NMR [(CD3)2SO, 400 MHz] δ 9.88 ... Yields the product C(#N)C=1C=CC(=NC1)N[C@H]1CN(CC1)C(=O)NC1CC2CCC(C1)N2S(=O)(=O)C ((3R)-3-(5-cyanopyridin-2-ylamino)-N-(8-(methylsulfonyl)-8-azabicyclo[3.2.1]octan-3-yl)pyrrolidine-1-carboxamide). Procedure: To a stirred solution of (3R)—N-(8-azabicyclo[3.2.1]octan-3-yl)-3-(5-cyanopyridin-2-ylamino)pyrrolidine-1-carboxamide (18 mg, 0.053 mmol) and i-Pr2NEt (0.075 mL, 0.4 mmol) in CH2Cl2 (1 mL) was added methanesulfonyl chloride (0.008 mL, 0.10 mmol). The mixture was stirred overnight at rt, diluted with HOAc (0.1 mL) and MeOH (0.9 mL) and purified by prep HPLC to afford the title compound (13 mg, 58%). LC-MS Method 1 tR=1.1 min, m/z=419; 1H NMR (CD3OD) [selected resonances] 2.93 (s, 3H), 4.47 (m, 1H... The yield is 58.6%. Starting materials: C12CC(CC(CC1)N2)NC(=O)N2C[C@@H](CC2)NC2=NC=C(C=C2)C#N ((3R)—N-(8-azabicyclo[3.2.1]octan-3-yl)-3-(5-cyanopyridin-2-ylamino)pyrrolidine-1-carboxamide), CCN(C(C)C)C(C)C (i-Pr2NEt), CS(=O)(=O)Cl (methanesulfonyl chloride). Conditions: time 8 hour. Run in CC(=O)O (HOAc), CO (MeOH), C(Cl)Cl (CH2Cl2). As a reaction SMILES: [CH:1]12[NH:8][CH:5]([CH2:6][CH2:7]1)[CH2:4][CH:3]([NH:9][C:10]([N:12]1[CH2:16][CH2:15][C@@H:14]([NH:17][C:18]3[CH:23]=[CH:22][C:21]([C:24]#[N:25])=[CH:20][N:19]=3)[CH2:13]1)=[O:11])[CH2:2]2.CCN(C(C)C)C(C)C.[CH3:35][S:36](Cl)(=[O:38])=[O:37]>C(Cl)Cl.CC(O)=O.CO>[C:24]([C:21]1[CH:22]=[CH:23][C:18]([NH:17][C@@H:14]2[CH2:15][CH2:16][N:12]([C:10]([NH:9][CH:3]3[CH2:4][CH:5]4[N:8]([S:36]([CH3:35])(=[O:38])=[O:37])[CH:1]([CH2:7][CH2:6]4)[CH2:2]3)=[O:11])[CH2:13]2)=[N:19][CH:20]=1)#[N:25]. Starting materials: O (water), N1N=C(C2=CC=CC=C12)C(=O)O (1H-Indazole-3-carboxylic acid), NC1=CC=C(C=C1)N1C(CCC1)=O (1-(4-Amino-phenyl)-pyrrolidin-2-one), C1COC(=O)N1P(=O)(N2CCOC2=O)Cl (BOP-Cl). The solvent is C(Cl)Cl (DCM), CCN(CC)CC (NEt3). Run at time 16 hour. Yields the product O=C1N(CCC1)C1=CC=C(C=C1)NC(=O)C1=NNC2=CC=CC=C12 (1H-Indazole-3-carboxylic acid [4-(2-oxo-pyrrolidin-1-yl)-phenyl]-amide). As a reaction SMILES: [NH:1]1[C:9]2[C:4](=[CH:5][CH:6]=[CH:7][CH:8]=2)[C:3]([C:10]([OH:12])=O)=[N:2]1.[NH2:13][C:14]1[CH:19]=[CH:18][C:17]([N:20]2[CH2:24][CH2:23][CH2:22][C:21]2=[O:25])=[CH:16][CH:15]=1.C1N(P(Cl)(N2C(=O)OCC2)=O)C(=O)OC1.O>C(Cl)Cl.CCN(CC)CC>[O:25]=[C:21]1[CH2:22][CH2:23][CH2:24][N:20]1[C:17]1[CH:18]=[CH:19][C:14]([NH:13][C:10]([C:3]2[C:4]3[C:9](=[CH:8][CH:7]=[CH:6][CH:5]=3)[NH:1][N:2]=2)=[O:12])=[CH:15][CH:16]=1. Procedure details: To a solution of 50 mg 1H-Indazole-3-carboxylic acid in 2 mL DCM and 0.2 mL NEt3, 108 mg 1-(4-Amino-phenyl)-pyrrolidin-2-one and 79 mg BOP-Cl were added at RT and the mixture was stirred for 16 h. After the addition of 5 mL water the mixture was filtered through a chem elut® cartridge by elution with ethyl acetate and then concentrated under reduced pressure. The residue was directly subjected to the subsequent alkylation reaction without further purification. Starting materials: C(=O)(O)[O-].[Na+] (NaHCO3), BrCCC1=CC=C(O[Si](C)(C)C(C)(C)C)C=C1 ((4-(2-bromoethyl)phenoxy)(tert-butyl)dimethylsilane), C1(=CC=CC=C1)C=1C=CC(NN1)=O (6-phenyl-3(2h)-pyridazinone), C([O-])([O-])=O.[K+].[K+] (potassium carbonate). Solvent: CN(C)C=O (DMF), C(Cl)Cl (CH2Cl2). Conditions: temperature 40 celsius, time 18 hour. Yields the product [Si](C)(C)(C(C)(C)C)OC1=CC=C(CCN2N=C(C=CC2=O)C2=CC=CC=C2)C=C1 (2-(4-(tert-Butyldimethylsilyloxy)phenethyl)-6-phenylpyridazin-3(2H)-one). As a reaction SMILES: Br[CH2:2][CH2:3][C:4]1[CH:17]=[CH:16][C:7]([O:8][Si:9]([C:12]([CH3:15])([CH3:14])[CH3:13])([CH3:11])[CH3:10])=[CH:6][CH:5]=1.[C:18]1([C:24]2[CH:25]=[CH:26][C:27](=[O:30])[NH:28][N:29]=2)[CH:23]=[CH:22][CH:21]=[CH:20][CH:19]=1.C(=O)([O-])[O-].[K+].[K+].C([O-])(O)=O.[Na+]>CN(C=O)C.C(Cl)Cl>[Si:9]([O:8][C:7]1[CH:16]=[CH:17][C:4]([CH2:3][CH2:2][N:28]2[C:27](=[O:30])[CH:26]=[CH:25][C:24]([C:18]3[CH:23]=[CH:22][CH:21]=[CH:20][CH:19]=3)=[N:29]2)=[CH:5][CH:6]=1)([C:12]([CH3:15])([CH3:14])[CH3:13])([CH3:11])[CH3:10] |f:2.3.4,5.6|. Reported procedure: A mixture of (4-(2-bromoethyl)phenoxy)(tert-butyl)dimethylsilane (142 mg, 450 μmol), 6-phenyl-3(2h)-pyridazinone (116 mg, 676 μmol), and potassium carbonate (187 mg, 1351 μmol) in DMF (1.5 mL) was stirred at 40° C. for 18 h. The mixture was partioned between CH2Cl2 (20 mL) and 5% NaHCO3 (10 mL). The organic layer was dried with satd. NH4Cl and over MgSO4, and dried to a film from toluene under reduced pressure. The residue was purified on 40 g silica eluting with 0>2.5% MeOH/CH2Cl2. MS (ESI pos.... The reactants are ( iv ), ClC1=C(C=CC=C1)S (2-chlorothiophenol), C(C)(=O)NC1=C2C(=C(N(C2=CC=C1)CC(=O)O)C)SC1=CC(=CC=C1)Cl (4-(acetylamino)-3-[(3-chlorophenyl)thio]-2-methyl-1H-indole-1-acetic acid), ( i ). Yields the product C(C)(=O)NC1=C2C(=C(N(C2=CC=C1)CC(=O)O)C)SC1=C(C=CC=C1)Cl (4-(acetylamino)-3-[(2-chlorophenyl)thio]-2-methyl-1H-indole-1-acetic acid). RXN SMILES: [C:1]([NH:4][C:5]1[CH:13]=[CH:12][CH:11]=[C:10]2[C:6]=1[C:7]([S:19]C1C=CC=C(Cl)C=1)=[C:8]([CH3:18])[N:9]2[CH2:14][C:15]([OH:17])=[O:16])(=[O:3])[CH3:2].[Cl:27][C:28]1[CH:33]=[CH:32][CH:31]=[CH:30][C:29]=1S>>[C:1]([NH:4][C:5]1[CH:13]=[CH:12][CH:11]=[C:10]2[C:6]=1[C:7]([S:19][C:29]1[CH:30]=[CH:31][CH:32]=[CH:33][C:28]=1[Cl:27])=[C:8]([CH3:18])[N:9]2[CH2:14][C:15]([OH:17])=[O:16])(=[O:3])[CH3:2]. Procedure: The title compound was prepared by the method of Example 5 parts (iv) and using the product from Example 17 part (i) and 2-chlorothiophenol, and purified by column chromatography (33% EtOAc/hexane as eluent). The resulting product was treated as outlined in example 1 part (v) to give the title compound. Starting materials: FC=1C=CC2=C(C(N(S2(=O)=O)CCCBr)=O)C1 (5-fluoro-2-(3-bromopropyl)-1,2-benzisothiazol-3(2H)one 1,1-dioxide), N1=C(N=CC=C1)N1CCNCC1 (1-(2-pyrimidinyl)piperazine), C(=O)([O-])[O-].[K+].[K+] (K2CO3). Solvent: CN(C)C=O (DMF). The product is N1=C(N=CC=C1)N1CCN(CC1)CCCN1S(C2=C(C1=O)C=C(C=C2)F)(=O)=O (3-(4-(2-pyrimidinyl)-1-piperazinyl)propyl-5-fluoro-1,2-benzisothiazol-3(2H)one 1,1-dioxide). As a reaction SMILES: [F:1][C:2]1[CH:3]=[CH:4][C:5]2[S:9](=[O:11])(=[O:10])[N:8]([CH2:12][CH2:13][CH2:14]Br)[C:7](=[O:16])[C:6]=2[CH:17]=1.[N:18]1[CH:23]=[CH:22][CH:21]=[N:20][C:19]=1[N:24]1[CH2:29][CH2:28][NH:27][CH2:26][CH2:25]1.C([O-])([O-])=O.[K+].[K+]>CN(C=O)C>[N:18]1[CH:23]=[CH:22][CH:21]=[N:20][C:19]=1[N:24]1[CH2:29][CH2:28][N:27]([CH2:14][CH2:13][CH2:12][N:8]2[C:7](=[O:16])[C:6]3[CH:17]=[C:2]([F:1])[CH:3]=[CH:4][C:5]=3[S:9]2(=[O:11])=[O:10])[CH2:26][CH2:25]1 |f:2.3.4|. Procedure: 0.03 mol of 5-fluoro-2-(3-bromopropyl)-1,2-benzisothiazol-3(2H)one 1,1-dioxide and 0.03 mol of 1-(2-pyrimidinyl)piperazine are stirred at 50° to 60° C. with 0.03 mol of K2CO3 in 100 ml of absolute DMF for 2 hours. The mixture is then evaporated, water is added to the residue and the base is extracted with methylene chloride. Purification is carried out by chromatography on silica gel; the eluting agent is CH2Cl2 /CH2OH (98:2), recrystallisation is on roluol.